From a dataset of the Open Reaction Database (ORD), a public repository of structured organic reaction records. describe an organic reaction: reactants, conditions, products, and yield Reaction SMILES: [Br:1][c:2]1[cH:3][c:4]2[c:5]([nH:6][c:7]([CH2:9][O:10][c:11]3[cH:12][cH:13][c:14]([C:17]([F:18])([F:19])[F:20])[cH:15][cH:16]3)[n:8]2)[cH:21][cH:22]1.[C:23]([CH3:24])(=[O:25])[c:26]1[c:27]([B:32]([OH:33])[OH:34])[cH:28][cH:29][cH:30][cH:31]1.[CH3:41][O:42][CH2:43][CH2:44][O:45][CH3:46].[Na+:35].[Na+:36].[O-:37][C:38](=[O:39])[O-:40].[OH2:47]>>[c:2]1(-[c:27]2[c:26]([C:23]([CH3:24])=[O:25])[cH:31][cH:30][cH:29][cH:28]2)[cH:3][c:4]2[c:5]([nH:6][c:7]([CH2:9][O:10][c:11]3[cH:12][cH:13][c:14]([C:17]([F:18])([F:19])[F:20])[cH:15][cH:16]3)[n:8]2)[cH:21][cH:22]1. Reactants: FC(F)(F)c1ccc(OCc2nc3cc(Br)ccc3[nH]2)cc1, CC(=O)c1ccccc1B(O)O, COCCOC, [Na+], [Na+], O=C([O-])[O-], O. The product is CC(=O)c1ccccc1-c1ccc2[nH]c(COc3ccc(C(F)(F)F)cc3)nc2c1. Starting materials: C(=C)[Si](OCC)(OCC)OCC (Vinyltriethoxysilane), C(C)O[SiH](OCC)OCC (triethoxysilane), [SiH4] (silane). Conditions: time 2 hour. Yields the product C(C)O[Si](CC[Si](OCC)(OCC)OCC)(OCC)OCC (1,2-bis(triethoxysilyl)ethane), C(C)O[Si](OCC)(OCC)OCC (tetraethoxysilane). Isolated yield 8.0%. As a reaction SMILES: [CH2:1]([O:3][SiH:4]([O:8][CH2:9][CH3:10])[O:5][CH2:6][CH3:7])[CH3:2].[SiH4].[CH:12]([Si:14]([O:21][CH2:22][CH3:23])([O:18][CH2:19][CH3:20])[O:15][CH2:16][CH3:17])=[CH2:13]>>[CH2:1]([O:3][Si:4]([O:8][CH2:9][CH3:10])([O:5][CH2:6][CH3:7])[CH2:13][CH2:12][Si:14]([O:15][CH2:16][CH3:17])([O:18][CH2:19][CH3:20])[O:21][CH2:22][CH3:23])[CH3:2].[CH2:1]([O:3][Si:4]([O:15][CH2:16][CH3:17])([O:8][CH2:9][CH3:10])[O:5][CH2:6][CH3:7])[CH3:2]. Procedure details: The reaction was carried out as in Comparative Example 5, except that triethoxysilane was used as the starting silane. The reaction as monitored by GPC and was complete in two hours. Vinyltriethoxysilane (79%) was the major product formed and significant amounts of 1,2-bis(triethoxysilyl)ethane (13%) and tetraethoxysilane (8%) by-products, were also formed. Reactants: C1(=CC=CC=C1)CCCC1(C2=CC=CC=C2C=2C=CC=CC12)C(CCC)=O (1-[9-(3-Phenylpropyl)-9H-fluorene-9-yl]-1-butanone), compound, [BH4-].[Na+] (Sodium borohydride). Run in Cl (hydrochloric acid), CO (methanol), O (water). Run at temperature 0 celsius, time 30 minute. Yields the product C1(=CC=CC=C1)CCCC1(C2=CC=CC=C2C=2C=CC=CC12)C(O)CCC (9-(3-Phenylpropyl)-α-propyl-9H-fluorene-9-methanol). As a reaction SMILES: [C:1]1([CH2:7][CH2:8][CH2:9][C:10]2([C:23](=[O:27])[CH2:24][CH2:25][CH3:26])[C:22]3[CH:21]=[CH:20][CH:19]=[CH:18][C:17]=3[C:16]3[C:11]2=[CH:12][CH:13]=[CH:14][CH:15]=3)[CH:6]=[CH:5][CH:4]=[CH:3][CH:2]=1.[BH4-].[Na+]>CO.Cl.O>[C:1]1([CH2:7][CH2:8][CH2:9][C:10]2([CH:23]([CH2:24][CH2:25][CH3:26])[OH:27])[C:11]3[CH:12]=[CH:13][CH:14]=[CH:15][C:16]=3[C:17]3[C:22]2=[CH:21][CH:20]=[CH:19][CH:18]=3)[CH:6]=[CH:5][CH:4]=[CH:3][CH:2]=1 |f:1.2|. Procedure: A solution of Example 189 compound (400 mg, 1.13 mmol) in 25 ml of methanol was cooled to 0° C. under an argon atmosphere. Sodium borohydride (93 mg, 2.45 mmol) was added portion wise over 10 minutes and the mixture was then stirred for 30 min. longer at 0° C. The reaction was diluted with 0.1 N hydrochloric acid to pH 4. The reaction mixture was diluted with 30 ml of water and extracted with ethyl acetate (3×20 ml). The ethyl acetate extract was washed with water, brine and dried over sodium su... Starting materials: CCOCC, CC(O)(c1nc2ccccc2[nH]1)C(F)(F)F, O=[N+]([O-])O, O=S(=O)(O)O. The product is CC(O)(c1nc2ccc([N+](=O)[O-])cc2[nH]1)C(F)(F)F. RXN SMILES: [CH3:26][CH2:27][O:28][CH2:29][CH3:30].[F:6][C:7]([C:8]([CH3:9])([OH:10])[c:11]1[nH:12][c:13]2[c:14]([n:15]1)[cH:16][cH:17][cH:18][cH:19]2)([F:20])[F:21].[OH:22][N+:23]([O-:24])=[O:25].[S:1](=[O:2])(=[O:3])([OH:4])[OH:5]>>[F:6][C:7]([C:8]([CH3:9])([OH:10])[c:11]1[n:12][c:13]2[c:14]([nH:15]1)[cH:16][c:17]([N+:23](=[O:22])[O-:24])[cH:18][cH:19]2)([F:20])[F:21].